Task: describe an organic reaction: reactants, conditions, products, and yield. Dataset: the Open Reaction Database (ORD), a public repository of structured organic reaction records Product: COC=1C=C(C=C(C1O)[N+](=O)[O-])C1=CC(=CC=C1)C1=NC(=CC=C1)C(F)(F)F (3-methoxy-5-nitro-3′-(6-(trifluoromethyl)pyridin-2-yl)biphenyl-4-ol). Procedure details: To a solution of 3-methoxy-3′-(6-(trifluoromethyl)pyridin-2-yl)biphenyl-4-ol (0.476 g, 1.38 mmol) in acetic acid (10 mL) at room temperature was added 60% nitric acid (0.12 mL, 1.52 mmol) dropwise. The resulting mixture was allowed to stir for thirty minutes then poured onto ice-water (100 mL) and the resulting precipitate was filtered off, washed with water and dried. After chromatography over silica gel (petroleum ether/ethyl acetate, 2:1), 3-methoxy-5-nitro-3′-(6-(trifluoromethyl)pyridin-2-yl... Solvent: C(C)(=O)O (acetic acid). The reactants are COC=1C=C(C=CC1O)C1=CC(=CC=C1)C1=NC(=CC=C1)C(F)(F)F (3-methoxy-3′-(6-(trifluoromethyl)pyridin-2-yl)biphenyl-4-ol), [N+](=O)(O)[O-] (nitric acid). Reaction SMILES: [CH3:1][O:2][C:3]1[CH:4]=[C:5]([C:10]2[CH:15]=[CH:14][CH:13]=[C:12]([C:16]3[CH:21]=[CH:20][CH:19]=[C:18]([C:22]([F:25])([F:24])[F:23])[N:17]=3)[CH:11]=2)[CH:6]=[CH:7][C:8]=1[OH:9].[N+:26]([O-])([OH:28])=[O:27]>C(O)(=O)C>[CH3:1][O:2][C:3]1[CH:4]=[C:5]([C:10]2[CH:15]=[CH:14][CH:13]=[C:12]([C:16]3[CH:21]=[CH:20][CH:19]=[C:18]([C:22]([F:25])([F:23])[F:24])[N:17]=3)[CH:11]=2)[CH:6]=[C:7]([N+:26]([O-:28])=[O:27])[C:8]=1[OH:9]. The reactants are NC1=CC=C(C=2C(C(OC21)(C)C)=O)Cl (7-amino-4-chloro-2,3-dihydro-2,2-dimethylbenzofuran-3-one), ClC(=O)OC(Cl)(Cl)Cl (trichloromethyl chloroformate). Solvent: C1(=CC=CC=C1)C (toluene). Yields the product ClC1=CC=C(C2=C1C(C(O2)(C)C)=O)N=C=O (4-chloro-2,3-dihydro-2,2-dimethylbenzofuran-3-on-7-yl isocyanate). The yield is 99.9%. RXN SMILES: [NH2:1][C:2]1[C:10]2[O:9][C:8]([CH3:12])([CH3:11])[C:7](=[O:13])[C:6]=2[C:5]([Cl:14])=[CH:4][CH:3]=1.Cl[C:16](OC(Cl)(Cl)Cl)=[O:17]>C1(C)C=CC=CC=1>[Cl:14][C:5]1[C:6]2[C:7](=[O:13])[C:8]([CH3:11])([CH3:12])[O:9][C:10]=2[C:2]([N:1]=[C:16]=[O:17])=[CH:3][CH:4]=1. Procedure: By the method of Example 1, Step F, 2.70 g (0.012 mole) of 7-amino-4-chloro-2,3-dihydro-2,2-dimethylbenzofuran-3-one was reacted with 2.37 g (0.012 mole) of trichloromethyl chloroformate in toluene, yielding 2.85 g of 4-chloro-2,3-dihydro-2,2-dimethylbenzofuran-3-on-7-yl isocyanate. Reactants: CC(C)(C)OC(=O)N1CCCC1COc1ccc(Oc2ccc(C#N)cc2)cc1, Cl, C1COCCO1. Product: Cl, N#Cc1ccc(Oc2ccc(OCC3CCCN3)cc2)cc1. As a reaction SMILES: [C:1]([O:2][C:3](=[O:4])[N:8]1[CH:9]([CH2:13][O:14][c:15]2[cH:16][cH:17][c:18]([O:21][c:22]3[cH:23][cH:24][c:25]([C:28]#[N:29])[cH:26][cH:27]3)[cH:19][cH:20]2)[CH2:10][CH2:11][CH2:12]1)([CH3:5])([CH3:6])[CH3:7].[ClH:30].[O:31]1[CH2:32][CH2:33][O:34][CH2:35][CH2:36]1>>[ClH:30].[NH:8]1[CH:9]([CH2:13][O:14][c:15]2[cH:16][cH:17][c:18]([O:21][c:22]3[cH:23][cH:24][c:25]([C:28]#[N:29])[cH:26][cH:27]3)[cH:19][cH:20]2)[CH2:10][CH2:11][CH2:12]1.